From a dataset of the Open Reaction Database (ORD), a public repository of structured organic reaction records. describe an organic reaction: reactants, conditions, products, and yield Reactants: COC(=O)c1ccnc(NC(=O)COc2ccc(C(C)(C)C)cc2)c1, CO, [I-], [Li+], c1ccncc1. As a reaction SMILES: [CH3:1][O:2][C:3]([c:4]1[cH:5][c:6]([NH:10][C:11]([CH2:12][O:13][c:14]2[cH:15][cH:16][c:17]([C:20]([CH3:21])([CH3:22])[CH3:23])[cH:18][cH:19]2)=[O:24])[n:7][cH:8][cH:9]1)=[O:25].[CH3:28][OH:29].[I-:26].[Li+:27].[cH:30]1[cH:31][cH:32][n:33][cH:34][cH:35]1>>[O:2]=[C:3]([c:4]1[cH:5][c:6]([NH:10][C:11]([CH2:12][O:13][c:14]2[cH:15][cH:16][c:17]([C:20]([CH3:21])([CH3:22])[CH3:23])[cH:18][cH:19]2)=[O:24])[n:7][cH:8][cH:9]1)[OH:25]. Product: CC(C)(C)c1ccc(OCC(=O)Nc2cc(C(=O)O)ccn2)cc1. The reactants are ClC1=CC=C(C=C1)C1=NN=C(C2=CC=CC=C12)NC1=CC=C(C=C1)SC1=CC=NC2=CC=C(C=C12)O (4-(4-(4-(4-chlorophenyl)phthalazin-1-ylamino)phenylthio)quinolin-6-ol), C([O-])([O-])=O.[K+].[K+] (potassium carbonate), BrCCOCCOC (1-bromo-2-(2-methoxyethoxy)ethane). Run in CN(C)C=O (DMF). Run at temperature 80 celsius, time 1 hour. Product: ClC1=CC=C(C=C1)C1=NN=C(C2=CC=CC=C12)NC1=CC=C(C=C1)SC1=CC=NC2=CC=C(C=C12)OCCOCCOC (4-(4-chlorophenyl)-N-(4-(6-(2-(2-methoxyethoxy)ethoxy)quinolin-4-ylthio)phenyl)phthalazin-1-amine). As a reaction SMILES: [Cl:1][C:2]1[CH:7]=[CH:6][C:5]([C:8]2[C:17]3[C:12](=[CH:13][CH:14]=[CH:15][CH:16]=3)[C:11]([NH:18][C:19]3[CH:24]=[CH:23][C:22]([S:25][C:26]4[C:35]5[C:30](=[CH:31][CH:32]=[C:33]([OH:36])[CH:34]=5)[N:29]=[CH:28][CH:27]=4)=[CH:21][CH:20]=3)=[N:10][N:9]=2)=[CH:4][CH:3]=1.C(=O)([O-])[O-].[K+].[K+].Br[CH2:44][CH2:45][O:46][CH2:47][CH2:48][O:49][CH3:50]>CN(C=O)C>[Cl:1][C:2]1[CH:3]=[CH:4][C:5]([C:8]2[C:17]3[C:12](=[CH:13][CH:14]=[CH:15][CH:16]=3)[C:11]([NH:18][C:19]3[CH:24]=[CH:23][C:22]([S:25][C:26]4[C:35]5[C:30](=[CH:31][CH:32]=[C:33]([O:36][CH2:44][CH2:45][O:46][CH2:47][CH2:48][O:49][CH3:50])[CH:34]=5)[N:29]=[CH:28][CH:27]=4)=[CH:21][CH:20]=3)=[N:10][N:9]=2)=[CH:6][CH:7]=1 |f:1.2.3|. Procedure: To a mixture of 4-(4-(4-(4-chlorophenyl)phthalazin-1-ylamino)phenylthio)quinolin-6-ol (0.054 g, 0.11 mmol) and potassium carbonate (0.059 g, 0.43 mmol) in DMF was added 1-bromo-2-(2-methoxyethoxy)ethane (0.057 ml, 0.43 mmol), the resulting mixture was stirred at 80° C. for 1 h. The crude product was purified via column chromatography on silica gel (RediSep 40 g column, gradient elution with 0-60% (EtOAc-DCM) to afford 4-(4-chlorophenyl)-N-(4-(6-(2-(2-methoxyethoxy)ethoxy)quinolin-4-ylthio)phenyl... The reactants are [Li]C(C)CC (s-BuLi), BrC1=CC=C(C=O)C=C1 (4-bromobenzaldehyde), ClC1=CC=C(C=C1)NC(OC(C)(C)C)=O (tert-butyl (4-chlorophenyl)carbamate), CN(C)CCN(C)C (TMEDA), [Li]C(C)CC (sec-BuLi). Solvent: C(=O)=O (dry-ice), C1CCOC1 (THF). Reaction conditions: temperature -78 celsius, time 15 minute. Yields the product BrC1=CC=C(C=C1)C(C1=C(C=CC(=C1)Cl)NC(OC(C)(C)C)=O)O (tert-butyl {2-[(4-bromophenyl)(hydroxy)methyl]-4-chlorophenyl}carbamate). Reaction SMILES: [Cl:1][C:2]1[CH:7]=[CH:6][C:5]([NH:8][C:9](=[O:15])[O:10][C:11]([CH3:14])([CH3:13])[CH3:12])=[CH:4][CH:3]=1.CN(CCN(C)C)C.[Li]C(CC)C.[Br:29][C:30]1[CH:37]=[CH:36][C:33]([CH:34]=[O:35])=[CH:32][CH:31]=1>C1COCC1.C(=O)=O>[Br:29][C:30]1[CH:37]=[CH:36][C:33]([CH:34]([OH:35])[C:4]2[CH:3]=[C:2]([Cl:1])[CH:7]=[CH:6][C:5]=2[NH:8][C:9](=[O:15])[O:10][C:11]([CH3:12])([CH3:14])[CH3:13])=[CH:32][CH:31]=1. Procedure details: To a −78° C. solution of tert-butyl (4-chlorophenyl)carbamate (3.0 g, 13.2 mmol) in 100 ml of THF was added TMEDA (1.53 g, 13.2 mmol) followed by sec-BuLi (21 ml, 32.9 mmol) slowly and dropwise via syringe. The reaction mixture turns bright yellow after about half the s-BuLi was added. The reaction mixture was allowed to stir for 15 min at −78° C. then allowed to warm to about −20° C. (tip of flask in dry-ice bath) for 1 hr, then the reaction mixture was cooled to −78° C. again. The reaction mix... The reactants are OC1CCC(NC1)C(=O)O (5-hydroxypipecolic acid), COC(C1NCC(CC1)OC)=O (5-methoxypipecolic acid methyl ester). Yields the product COC1CC[C@H](N1)C(=O)O (5-methoxyproline), COC([C@H]1NCCC1)=O (L-proline methyl ester), 2,3-dehydro-1-(3-acetylthio-1-oxopropyl)-5-methoxypipecolic acid. Reaction SMILES: [CH3:1][O:2][C:3](=[O:12])[CH:4]1[CH2:9][CH2:8][CH:7]([O:10][CH3:11])C[NH:5]1.OC1CNC(C(O)=O)CC1>>[CH3:11][O:10][CH:7]1[NH:5][C@H:4]([C:3]([OH:2])=[O:12])[CH2:9][CH2:8]1.[CH3:1][O:2][C:3](=[O:12])[C@@H:4]1[CH2:9][CH2:8][CH2:7][NH:5]1. Reported procedure: By substituting 5-methoxypipecolic acid methyl ester [prepared from 5-hydroxypipecolic acid by the procedure described in J. Chem. Soc. 429 (1945) for 5-methoxyproline] for the L-proline methyl ester in the procedure of Example 18, 2,3-dehydro-1-(3-acetylthio-1-oxopropyl)-5-methoxypipecolic acid is obtained. The reactants are COC(=O)CC(=O)OC, CS(C)=O, O=C(Nc1cccc(-c2ccc(F)c([N+](=O)[O-])c2)c1)C(F)(F)F, [H-], [Na+]. Product: COC(=O)C(C(=O)OC)c1ccc(-c2cccc(NC(=O)C(F)(F)F)c2)cc1[N+](=O)[O-]. RXN SMILES: [C:1]([CH2:2][C:3](=[O:4])[O:5][CH3:6])(=[O:7])[O:8][CH3:9].[CH3:35][S:36]([CH3:37])=[O:38].[F:12][c:13]1[c:14]([N+:32](=[O:33])[O-:34])[cH:15][c:16](-[c:19]2[cH:20][c:21]([NH:25][C:26]([C:27]([F:28])([F:29])[F:30])=[O:31])[cH:22][cH:23][cH:24]2)[cH:17][cH:18]1.[H-:10].[Na+:11]>>[C:1]([CH:2]([C:3](=[O:4])[O:5][CH3:6])[c:13]1[c:14]([N+:32](=[O:33])[O-:34])[cH:15][c:16](-[c:19]2[cH:20][c:21]([NH:25][C:26]([C:27]([F:28])([F:29])[F:30])=[O:31])[cH:22][cH:23][cH:24]2)[cH:17][cH:18]1)(=[O:7])[O:8][CH3:9].